Dataset: the Open Reaction Database (ORD), a public repository of structured organic reaction records. Task: describe an organic reaction: reactants, conditions, products, and yield Starting materials: CN1C=C[NH+](CC(=O)c2ccc(NS(C)(=O)=O)cc2)C1, [Cl-], O. Product: CN1C=C[NH+](CC(O)c2ccc(NS(C)(=O)=O)cc2)C1, [Cl-]. As a reaction SMILES: [CH3:2][N:3]1[CH2:4][NH+:5]([CH2:8][C:9](=[O:10])[c:11]2[cH:12][cH:13][c:14]([NH:17][S:18](=[O:19])(=[O:20])[CH3:21])[cH:15][cH:16]2)[CH:6]=[CH:7]1.[Cl-:1].[OH2:22]>>[CH3:2][N:3]1[CH2:4][NH+:5]([CH2:8][CH:9]([OH:10])[c:11]2[cH:12][cH:13][c:14]([NH:17][S:18](=[O:19])(=[O:20])[CH3:21])[cH:15][cH:16]2)[CH:6]=[CH:7]1.[Cl-:1].